This data is from the Open Reaction Database (ORD), a public repository of structured organic reaction records. The task is: describe an organic reaction: reactants, conditions, products, and yield Reactants: CS(=O)(=O)Cl (methanesulfonyl chloride), O (water), C(C1=CC=CC=C1)O[C@@H]1C[C@H](N(C1)C1=CC=C(C=C1)Br)CC#N (2-((2R,4R)-4-(benzyloxy)-1-(4-bromophenyl)pyrrolidin-2-yl)acetonitrile), 32C, TEA. The solvent is ClCCl (dichloromethane), ClCCl (dichloromethane). Reaction conditions: time 1 hour. Product: CS(=O)(=O)OC[C@H]1N(C[C@@H](C1)OCC1=CC=CC=C1)C1=CC=C(C=C1)Br (((2S,4R)-4-(benzyloxy)-1-(4-bromophenyl)pyrrolidin-2-yl)methyl methanesulfonate). Yield: 115.0%. Reaction SMILES: [CH2:1]([O:8][C@H:9]1[CH2:13][N:12]([C:14]2[CH:19]=[CH:18][C:17]([Br:20])=[CH:16][CH:15]=2)[C@H:11]([CH2:21]C#N)[CH2:10]1)[C:2]1[CH:7]=[CH:6][CH:5]=[CH:4][CH:3]=1.[CH3:24][S:25](Cl)(=[O:27])=[O:26].[OH2:29]>ClCCl>[CH3:24][S:25]([O:27][CH2:21][C@@H:11]1[CH2:10][C@@H:9]([O:8][CH2:1][C:2]2[CH:7]=[CH:6][CH:5]=[CH:4][CH:3]=2)[CH2:13][N:12]1[C:14]1[CH:19]=[CH:18][C:17]([Br:20])=[CH:16][CH:15]=1)(=[O:29])=[O:26]. Procedure details: 2-((2R,4R)-4-(benzyloxy)-1-(4-bromophenyl)pyrrolidin-2-yl)acetonitrile: To a solution of 32C (0.38 g, 1.049 mmol) in dichloromethane (5.24 mL) at 0° C. was added TEA (0.292 mL, 2.098 mmol), then methanesulfonyl chloride (0.123 mL, 1.573 mmol). The reaction mixture was stirred for 1 h, and the mixture was diluted with water and dichloromethane. The layers were extracted and the organic layer was dried (MgSO4) and concentrated to give ((2S,4R)-4-(benzyloxy)-1-(4-bromophenyl)pyrrolidin-2-yl)methyl ... Starting materials: FC1=C(C=CC(=C1)C=C(C)[N+](=O)[O-])S(=O)(=O)C (2-fluoro-1-methanesulfonyl4-(2-nitro-propenyl)-benzene), Cl (hydrochloric acid), C1CCOC1 (THF). Reagents/catalysts: [Fe] (Iron). Solvent: O (water), O (Water). Reaction conditions: temperature 60 celsius, time 20 hour. Product: FC=1C=C(C=CC1S(=O)(=O)C)CC(C)=O (1-(3-Fluoro-4-methanesulfonyl-phenyl)-propan-2-one). RXN SMILES: [F:1][C:2]1[CH:7]=[C:6]([CH:8]=[C:9]([N+]([O-])=O)[CH3:10])[CH:5]=[CH:4][C:3]=1[S:14]([CH3:17])(=[O:16])=[O:15].Cl.C1C[O:22]CC1>O.[Fe]>[F:1][C:2]1[CH:7]=[C:6]([CH2:8][C:9](=[O:22])[CH3:10])[CH:5]=[CH:4][C:3]=1[S:14]([CH3:17])(=[O:16])=[O:15]. Procedure: Iron powder (25 g, 0.45 mol) is added to a stirred mixture of freshly prepared 2-fluoro-1-methanesulfonyl4-(2-nitro-propenyl)-benzene (Example AA2) (29 g, 0.112 mol) in THF (50 ml). Water (110 ml) is added and the mixture is heated to 60° C. Concentrated hydrochloric acid (50 ml) is added slowly over 1 h at 60-90° C. The reaction is then stirred at 100° C. for 20 hours then diluted with cold water (500 ml) and filtered through Celite™ filter material washing with chloroform (500 ml). he organic ... The reactants are COC(=O)c1ccc(C=CCO[Si](c2ccccc2)(c2ccccc2)C(C)(C)C)cc1, CCO, [Na+], [OH-]. Yields the product CC(C)(C)[Si](OCC=Cc1ccc(C(=O)O)cc1)(c1ccccc1)c1ccccc1. As a reaction SMILES: [CH3:1][O:2][C:3]([c:4]1[cH:5][cH:6][c:7]([CH:10]=[CH:11][CH2:12][O:13][Si:14]([c:15]2[cH:16][cH:17][cH:18][cH:19][cH:20]2)([c:21]2[cH:22][cH:23][cH:24][cH:25][cH:26]2)[C:27]([CH3:28])([CH3:29])[CH3:30])[cH:8][cH:9]1)=[O:31].[CH3:34][CH2:35][OH:36].[Na+:33].[OH-:32]>>[O:2]=[C:3]([c:4]1[cH:5][cH:6][c:7]([CH:10]=[CH:11][CH2:12][O:13][Si:14]([c:15]2[cH:16][cH:17][cH:18][cH:19][cH:20]2)([c:21]2[cH:22][cH:23][cH:24][cH:25][cH:26]2)[C:27]([CH3:28])([CH3:29])[CH3:30])[cH:8][cH:9]1)[OH:31]. Starting materials: [N+](=O)([O-])C1=CC=C(OC2=C3C(=NC=C2)NC=C3)C=C1 (4-(4-Nitrophenoxy)-1H-pyrrolo[2,3-b]pyridine), [Cl-].[NH4+] (ammonium chloride), CN(C=O)C (dimethylformamide), C(C)O (ethanol). The reagents and catalysts are [Fe] (iron). The solvent is O (water). Product: N1C=CC=2C1=NC=CC2OC2=CC=C(N)C=C2 (4-(1H-Pyrrolo[2,3-b]pyridin-4-yloxy)aniline). RXN SMILES: [N+:1]([C:4]1[CH:19]=[CH:18][C:7]([O:8][C:9]2[CH:14]=[CH:13][N:12]=[C:11]3[NH:15][CH:16]=[CH:17][C:10]=23)=[CH:6][CH:5]=1)([O-])=O.[Cl-].[NH4+].CN(C)C=O.C(O)C>[Fe].O>[NH:15]1[C:11]2=[N:12][CH:13]=[CH:14][C:9]([O:8][C:7]3[CH:18]=[CH:19][C:4]([NH2:1])=[CH:5][CH:6]=3)=[C:10]2[CH:17]=[CH:16]1 |f:1.2|. Procedure: 4-(4-Nitrophenoxy)-1H-pyrrolo[2,3-b]pyridine (84 mg), iron powder (160 mg), ammonium chloride (320 ml), dimethylformamide (4 ml), ethanol (2 ml) and water (2 ml) were stirred at 100° C. for 15 minutes. The mixture was filtered with celite, and then water and ethyl acetate were added for extraction. The organic layer was washed 5 times with ammonium chloride water and then dried over magnesium sulfate. The drying agent was filtered off and the solvent was distilled off under reduced pressure to o...